This data is from the Open Reaction Database (ORD), a public repository of structured organic reaction records. The task is: describe an organic reaction: reactants, conditions, products, and yield Starting materials: CNCC1CCC(CCO)CC1, FC(F)(F)c1ccccc1, O=S(=O)(O)Cl. The product is CN(CC1CCC(CCO)CC1)S(=O)(=O)c1ccc(C(F)(F)F)cc1. RXN SMILES: [CH3:1][NH:2][CH2:3][CH:4]1[CH2:5][CH2:6][CH:7]([CH2:10][CH2:11][OH:12])[CH2:8][CH2:9]1.[F:18][C:19]([c:20]1[cH:21][cH:22][cH:23][cH:24][cH:25]1)([F:26])[F:27].[S:13](=[O:14])([Cl:15])([OH:16])=[O:17]>>[CH3:1][N:2]([CH2:3][CH:4]1[CH2:5][CH2:6][CH:7]([CH2:10][CH2:11][OH:12])[CH2:8][CH2:9]1)[S:13](=[O:14])(=[O:16])[c:23]1[cH:22][cH:21][c:20]([C:19]([F:18])([F:26])[F:27])[cH:25][cH:24]1. The reactants are OCCN1C(C=2C=C(C(=NC2C=C1)C1=CC=C(C=C1)CO)C1=CC=CC=C1)=O (6-(2-hydroxyethyl)-2-[4-(hydroxymethyl)phenyl]-3-phenyl-1,6-naphthyridin-5(6H)-one). Reagents/catalysts: [O-2].[O-2].[Mn+4] (manganese dioxide). Solvent: C(Cl)(Cl)Cl (chloroform), C(C)#N (acetonitrile). Reaction conditions: temperature 70 celsius. Product: OCCN1C(C=2C=C(C(=NC2C=C1)C1=CC=C(C=O)C=C1)C1=CC=CC=C1)=O (4-[6-(2-Hydroxyethyl)-5-oxo-3-phenyl-5,6-dihydro-1,6-naphthyridin-2-yl]benzaldehyde). Reaction SMILES: [OH:1][CH2:2][CH2:3][N:4]1[CH:13]=[CH:12][C:11]2[N:10]=[C:9]([C:14]3[CH:19]=[CH:18][C:17]([CH2:20][OH:21])=[CH:16][CH:15]=3)[C:8]([C:22]3[CH:27]=[CH:26][CH:25]=[CH:24][CH:23]=3)=[CH:7][C:6]=2[C:5]1=[O:28]>C(Cl)(Cl)Cl.C(#N)C.[O-2].[O-2].[Mn+4]>[OH:1][CH2:2][CH2:3][N:4]1[CH:13]=[CH:12][C:11]2[N:10]=[C:9]([C:14]3[CH:19]=[CH:18][C:17]([CH:20]=[O:21])=[CH:16][CH:15]=3)[C:8]([C:22]3[CH:27]=[CH:26][CH:25]=[CH:24][CH:23]=3)=[CH:7][C:6]=2[C:5]1=[O:28] |f:3.4.5|. Procedure: A solution of 6-(2-hydroxyethyl)-2-[4-(hydroxymethyl)phenyl]-3-phenyl-1,6-naphthyridin-5(6H)-one (35 mg, 0.094 mmol) in a mixture of chloroform (3 mL) and acetonitrile (3 mL) containing a suspension of activated manganese dioxide (230 mg, 2.6 mmol) was warmed at 70° C. for 1.5 hours. This suspension was filtered, rinsed with chloroform and the solvents evaporated. This residue was triturated with diethyl ether and some pure title compound was isolated by filtration. The mother liquors were subje... Reactants: [Si](C1=CC=CC=C1)(C1=CC=CC=C1)(C(C)(C)C)OCC1=C(C=NC2=C(C=CC=C12)NC(C1=C(C=CC=C1Cl)Cl)=O)COC (4-(tert-butyldiphenylsilyloxymethyl)-8-(2,6-dichlorobenzoylamino)-3-(methoxymethyl)quinoline), solution, [F-].C(CCC)[N+](CCCC)(CCCC)CCCC (tetrabutylammonium fluoride). Run in O1CCCC1 (tetrahydrofuran), O1CCCC1 (tetrahydrofuran). Run at time 1 hour. Product: ClC1=C(C(=O)NC=2C=CC=C3C(=C(C=NC23)COC)CO)C(=CC=C1)Cl (8-(2,6-dichlorobenzoylamino)-4-hydroxymethyl-3-(methoxymethyl)quinoline). Yield: 83.4%. As a reaction SMILES: [Si]([O:18][CH2:19][C:20]1[C:29]2[C:24](=[C:25]([NH:30][C:31](=[O:40])[C:32]3[C:37]([Cl:38])=[CH:36][CH:35]=[CH:34][C:33]=3[Cl:39])[CH:26]=[CH:27][CH:28]=2)[N:23]=[CH:22][C:21]=1[CH2:41][O:42][CH3:43])(C(C)(C)C)(C1C=CC=CC=1)C1C=CC=CC=1.[F-].C([N+](CCCC)(CCCC)CCCC)CCC>O1CCCC1>[Cl:39][C:33]1[CH:34]=[CH:35][CH:36]=[C:37]([Cl:38])[C:32]=1[C:31]([NH:30][C:25]1[CH:26]=[CH:27][CH:28]=[C:29]2[C:24]=1[N:23]=[CH:22][C:21]([CH2:41][O:42][CH3:43])=[C:20]2[CH2:19][OH:18])=[O:40] |f:1.2|. Reported procedure: To a solution of 4-(tert-butyldiphenylsilyloxymethyl)-8-(2,6-dichlorobenzoylamino)-3-(methoxymethyl)quinoline (359 mg) in tetrahydrofuran was added 1M solution of tetrabutylammonium fluoride in tetrahydrofuran (0.684 ml) at ambient temperature, and the mixture was stirred for 1 hour at the same temperature. The mixture was partitioned between water and ethyl acetate, and the organic layer was washed with brine, dried over magnesium sulfate and evaporated in vacuo. The residue was crystallized fr... Reactants: CO, [H][H], N#CC(=C1CCN(Cc2ccccc2)CC1)c1cccs1. Product: N#CC(c1cccs1)C1CCN(Cc2ccccc2)CC1. Reaction SMILES: [CH3:24][OH:25].[H:22][H:23].[c:1]1([CH2:7][N:8]2[CH2:9][CH2:10][C:11](=[C:14]([C:15]#[N:16])[c:17]3[s:18][cH:19][cH:20][cH:21]3)[CH2:12][CH2:13]2)[cH:2][cH:3][cH:4][cH:5][cH:6]1>>[c:1]1([CH2:7][N:8]2[CH2:9][CH2:10][CH:11]([CH:14]([C:15]#[N:16])[c:17]3[s:18][cH:19][cH:20][cH:21]3)[CH2:12][CH2:13]2)[cH:2][cH:3][cH:4][cH:5][cH:6]1. Reactants: CC(C)(C)OC(=O)N1CCC2(CC1)CO2, CCO, N. Yields the product CC(C)(C)OC(=O)N1CCC(O)(CN)CC1. As a reaction SMILES: [C:1]([CH3:2])([CH3:3])([CH3:4])[O:5][C:6](=[O:7])[N:8]1[CH2:9][CH2:10][C:11]2([CH2:12][O:13]2)[CH2:14][CH2:15]1.[CH3:17][CH2:18][OH:19].[NH3:16]>>[C:1]([CH3:2])([CH3:3])([CH3:4])[O:5][C:6](=[O:7])[N:8]1[CH2:9][CH2:10][C:11]([CH2:12][NH2:16])([OH:13])[CH2:14][CH2:15]1. Reactants: C(C)(=O)N1CCC2=C(CC1)C=C(C(=C2)S(=O)(=O)Cl)OC (3-Acetyl-7-chlorosulfonyl-8-methoxy-2,3,4,5-tetrahydro-1H-3-benzazepine), [OH-].[NH4+] (ammonium hydroxide). Run at time 2 hour. Yields the product C(C)(=O)N1CCC2=C(CC1)C=C(C(=C2)S(N)(=O)=O)OC (3-acetyl-8-methoxy-7-sulfamoyl-2,3,4,5-tetrahydro-1H-3-benzazepine). RXN SMILES: [C:1]([N:4]1[CH2:10][CH2:9][C:8]2[CH:11]=[C:12]([O:19][CH3:20])[C:13]([S:15](Cl)(=[O:17])=[O:16])=[CH:14][C:7]=2[CH2:6][CH2:5]1)(=[O:3])[CH3:2].[OH-].[NH4+:22]>>[C:1]([N:4]1[CH2:10][CH2:9][C:8]2[CH:11]=[C:12]([O:19][CH3:20])[C:13]([S:15](=[O:17])(=[O:16])[NH2:22])=[CH:14][C:7]=2[CH2:6][CH2:5]1)(=[O:3])[CH3:2] |f:1.2|. Procedure: 3-Acetyl-7-chlorosulfonyl-8-methoxy-2,3,4,5-tetrahydro-1H-3-benzazepine (3 g, 0.007 m) was treated with concentrated ammonium hydroxide (10 ml), stirred for 2 hours and filtered to give 3-acetyl-8-methoxy-7-sulfamoyl-2,3,4,5-tetrahydro-1H-3-benzazepine, m.p. 260°-263°. Starting materials: N[C@@H](CCC(O)=O)C(=O)O (Glu), N(=O)[O-].[Na+] (sodium nitrite), OS(=O)(=O)O (H2SO4). The solvent is O (water), O (water). Conditions: time 12 hour. The product is C(=O)(O)C1CCC(=O)O1 (γ-carboxy-γ-butyrolactone). As a reaction SMILES: N[C@H:2]([C:8]([OH:10])=[O:9])[CH2:3][CH2:4][C:5](=[O:7])[OH:6].N([O-])=O.[Na+].OS(O)(=O)=O>O>[C:8]([CH:2]1[O:7][C:5](=[O:6])[CH2:4][CH2:3]1)([OH:10])=[O:9] |f:1.2|. Reported procedure: In 200 ml. of water is suspended 29.4 g. (0.2 M) of H.Glu.OH, and a solution of 16.8 g. (0.24 M) of sodium nitrite in 120 ml. of water and 120 ml. of 2N-H2SO4 are simultaneously added dropwise at room temperature over a period of about 90 minutes. The reaction mixture is allowed to stand for 12 hours. The water is distilled off under reduced pressure and hot acetone is added to the residue. The acetone is distilled off from the extract and the oily residue is purified by distillation under reduc... The reactants are OC1=C2C(=CNC2=CC=C1)C#N (4-hydroxy-3-cyanoindole), O1C(COC2=C3C(=CNC3=CC=C2)C#N)C1 (4-(2,3-epoxypropoxy)-3-cyanoindole), C(C=C)OC1=C(OCCN)C=CC=C1 (2-(2-allyloxyphenoxy)-ethylamine). Product: OC(COC1=C2C(=CNC2=CC=C1)C#N)CNCCOC1=C(C=CC=C1)OCC=C (4-{2-hydroxy-3-[2-(2-allyloxyphenoxy)-ethylamino]-propoxy}-3-cyanoindole). As a reaction SMILES: OC1C=CC=C2C=1C(C#N)=CN2.[O:13]1[CH2:28][CH:14]1[CH2:15][O:16][C:17]1[CH:25]=[CH:24][CH:23]=[C:22]2[C:18]=1[C:19]([C:26]#[N:27])=[CH:20][NH:21]2.[CH2:29]([O:32][C:33]1[CH:42]=[CH:41][CH:40]=[CH:39][C:34]=1[O:35][CH2:36][CH2:37][NH2:38])[CH:30]=[CH2:31]>>[OH:13][CH:14]([CH2:28][NH:38][CH2:37][CH2:36][O:35][C:34]1[CH:39]=[CH:40][CH:41]=[CH:42][C:33]=1[O:32][CH2:29][CH:30]=[CH2:31])[CH2:15][O:16][C:17]1[CH:25]=[CH:24][CH:23]=[C:22]2[C:18]=1[C:19]([C:26]#[N:27])=[CH:20][NH:21]2. Reported procedure: Compounds of general formula (I) can be further reacted by known methods, for example by saponification and decarboxylation to give 4-hydroxyindole or 4-hydroxy-6-methylindole, or by aminolysis and dehydration to give 4-hydroxy-3-cyanoindole or 4-hydroxy-3-cyano-6-methyl-indole, which, by reaction with epichlorohydrin and alkylamino derivatives, give aminopropanols with useful pharmacological properties (see Federal Republic of Germany Patent Specification Nos. 25 08 251; 27 37 630; 29 05 877 an... Reactants: BrCC1=C(C=CC=C1)/C=C/C(=O)OCC (Ethyl (E)-3-[2-(bromomethyl)phenyl]-2-propenoate), ClC=1C=C(C=CC1Cl)B(O)O (3,4-dichlorobenzeneboronic acid). The product is ClC=1C=C(CC2=C(C=CC=C2)/C=C/C(=O)OCC)C=CC1Cl (Ethyl (E)-3-[2-(3,4-dichlorobenzyl)phenyl]-2-propenoate). RXN SMILES: Br[CH2:2][C:3]1[CH:8]=[CH:7][CH:6]=[CH:5][C:4]=1/[CH:9]=[CH:10]/[C:11]([O:13][CH2:14][CH3:15])=[O:12].[Cl:16][C:17]1[CH:18]=[C:19](B(O)O)[CH:20]=[CH:21][C:22]=1[Cl:23]>>[Cl:16][C:17]1[CH:18]=[C:19]([CH:20]=[CH:21][C:22]=1[Cl:23])[CH2:2][C:3]1[CH:8]=[CH:7][CH:6]=[CH:5][C:4]=1/[CH:9]=[CH:10]/[C:11]([O:13][CH2:14][CH3:15])=[O:12]. Reported procedure: The benzyl bromide (500 mg) of example 1, step 2 was treated with 3,4-dichlorobenzeneboronic acid according to the same procedure described in step 3 of example 1 to yield 410 mg of the title compound.